From a dataset of the Open Reaction Database (ORD), a public repository of structured organic reaction records. describe an organic reaction: reactants, conditions, products, and yield Starting materials: ClC1=NC=C(C(=N1)NCCCO)C=1SC=CC1 (3-(2-chloro-5-(2-thienyl)pyrimidine-4-ylamino)propanol), NC1=CC=C(C=C1)S(=O)(=NC(=O)OCC)C ((RS)—S-(4-aminophenyl)-N-(ethoxycarbonyl)-S-methyl-sulfoximide). The product is C(C)OC(=O)N=S(=O)(C)C1=CC=C(C=C1)NC1=NC=C(C(=N1)NCCCO)C=1SC=CC1 ((RS)—N-(ethoxycarbonyl)-S-[4-({4-[(3-hydroxypropyl)amino]-5-(2-thienyl-)pyrimidine-2-yl}amino)phenyl]-S-methylsulfoximide). The yield is 29.0%. Reaction SMILES: Cl[C:2]1[N:7]=[C:6]([NH:8][CH2:9][CH2:10][CH2:11][OH:12])[C:5]([C:13]2[S:14][CH:15]=[CH:16][CH:17]=2)=[CH:4][N:3]=1.[NH2:18][C:19]1[CH:24]=[CH:23][C:22]([S:25]([CH3:33])(=[N:27][C:28]([O:30][CH2:31][CH3:32])=[O:29])=[O:26])=[CH:21][CH:20]=1>>[CH2:31]([O:30][C:28]([N:27]=[S:25]([C:22]1[CH:21]=[CH:20][C:19]([NH:18][C:2]2[N:7]=[C:6]([NH:8][CH2:9][CH2:10][CH2:11][OH:12])[C:5]([C:13]3[S:14][CH:15]=[CH:16][CH:17]=3)=[CH:4][N:3]=2)=[CH:24][CH:23]=1)([CH3:33])=[O:26])=[O:29])[CH3:32]. Reported procedure: In the reaction of 3-(2-chloro-5-(2-thienyl)pyrimidine-4-ylamino)propanol (154 mg, 0.57 mmol) with (RS)—S-(4-aminophenyl)-N-(ethoxycarbonyl)-S-methyl-sulfoximide (127 mg, 0.53 mmol) according to procedure 5b, the desired product is obtained in 29% yield (80 mg) after chromatographic purification (silica gel, hexane/ethyl acetate (50%-100% ethyl acetate)) and subsequent purification by HPLC. Reactants: CC(=O)O (AcOH), C(C)N1N=CC=2C1=NC(=C(C2NC2CCOCC2)CNC(CC(=O)NCC=2C=C(C=CC2)C2=CC(=CC=C2)C=O)=O)CC (N-{[1,6-diethyl-4-(tetrahydro-2H-pyran-4-ylamino)-1H-pyrazolo[3,4-b]pyridin-5-yl]methyl}-N′-[(3′-formyl-3-biphenylyl)methyl]propanediamide), CN1CCNCC1 (1-methylpiperazine), [BH-](OC(=O)C)(OC(=O)C)OC(=O)C.[Na+] (NaB(OAc)3H). The solvent is CS(=O)C (dimethyl sulfoxide). Isolated yield 41.2%. Yields the product C(C)N1N=CC=2C1=NC(=C(C2NC2CCOCC2)CNC(CC(=O)NCC=2C=C(C=CC2)C2=CC(=CC=C2)CN2CCN(CC2)C)=O)CC (N-{[1,6-Diethyl-4-(tetrahydro-2H-pyran-4-ylamino)-1H-pyrazolo[3,4-b]pyridin-5-yl]methyl}-N′-({3′-[(4-methyl-1-piperazinyl)methyl]-3-biphenylyl}methyl)propanediamide). Conditions: time 8 hour. As a reaction SMILES: [CH2:1]([N:3]1[C:7]2=[N:8][C:9]([CH2:42][CH3:43])=[C:10]([CH2:19][NH:20][C:21](=[O:41])[CH2:22][C:23]([NH:25][CH2:26][C:27]3[CH:28]=[C:29]([C:33]4[CH:38]=[CH:37][CH:36]=[C:35](C=O)[CH:34]=4)[CH:30]=[CH:31][CH:32]=3)=[O:24])[C:11]([NH:12][CH:13]3[CH2:18][CH2:17][O:16][CH2:15][CH2:14]3)=[C:6]2[CH:5]=[N:4]1)[CH3:2].[CH3:44][N:45]1[CH2:50][CH2:49][NH:48][CH2:47][CH2:46]1.[BH-](OC(C)=O)(OC(C)=O)O[C:53](C)=O.[Na+].CC(O)=O>CS(C)=O>[CH2:1]([N:3]1[C:7]2=[N:8][C:9]([CH2:42][CH3:43])=[C:10]([CH2:19][NH:20][C:21](=[O:41])[CH2:22][C:23]([NH:25][CH2:26][C:27]3[CH:28]=[C:29]([C:33]4[CH:34]=[CH:35][CH:36]=[C:37]([CH2:44][N:45]5[CH2:50][CH2:49][N:48]([CH3:53])[CH2:47][CH2:46]5)[CH:38]=4)[CH:30]=[CH:31][CH:32]=3)=[O:24])[C:11]([NH:12][CH:13]3[CH2:18][CH2:17][O:16][CH2:15][CH2:14]3)=[C:6]2[CH:5]=[N:4]1)[CH3:2] |f:2.3|. Procedure: To N-{[1,6-diethyl-4-(tetrahydro-2H-pyran-4-ylamino)-1H-pyrazolo[3,4-b]pyridin-5-yl]methyl}-N′-[(3′-formyl-3-biphenylyl)methyl]propanediamide (30 mg, 0.051 mmol) was added 1-methylpiperazine (4.43 mg, 0.051 mmol) followed by NaB(OAc)3H (36.4 mg, 0.172 mmol) and AcOH (4.91 μL, 0.086 mmol) in dimethyl sulfoxide (DMSO) (0.5 mL). The mixture was stirred overnight at room temperature. The reaction was quenched with saturated NaHCO3 and extracted with EtOAc (3×1 mL). Combined organic layers were washe...